This data is from the Open Reaction Database (ORD), a public repository of structured organic reaction records. The task is: describe an organic reaction: reactants, conditions, products, and yield Reactants: COC1=CC=C2OC=3C=CC=CC3C(C2=C1)=O (7-methoxyxanthone), NCCN1CCCC1 (N-(2-aminoethyl)pyrrolidine). Solvent: N1=CC=CC=C1 (pyridine). Product: N1(CCCC1)CCNC1=CC=CC=2OC3=CC=C(C=C3C(C12)=O)OC (1-[[2-(Pyrrolidino)ethyl]amino]-7-methoxy-9H-xanthene-9-one). Yield: 80.4%. RXN SMILES: [CH3:1][O:2][C:3]1[CH:16]=[C:15]2[C:6]([O:7][C:8]3[CH:9]=[CH:10][CH:11]=[CH:12][C:13]=3[C:14]2=[O:17])=[CH:5][CH:4]=1.[NH2:18][CH2:19][CH2:20][N:21]1[CH2:25][CH2:24][CH2:23][CH2:22]1>N1C=CC=CC=1>[N:21]1([CH2:20][CH2:19][NH:18][C:12]2[C:13]3[C:14](=[O:17])[C:15]4[C:6](=[CH:5][CH:4]=[C:3]([O:2][CH3:1])[CH:16]=4)[O:7][C:8]=3[CH:9]=[CH:10][CH:11]=2)[CH2:25][CH2:24][CH2:23][CH2:22]1. Procedure details: A mixture of 1-chloro and 3-chloro isomers of 7-methoxyxanthone (32.6 g, 0.125 mole) of N-(2-aminoethyl)pyrrolidine (19.43 g, 0.17 mole) were refluxed in 150 mL of pyridine for 24 h with exclusion of moisture. The pyridine and excess of diamine was removed by vacuum distillation (ca. 12 mmHg, bath temp. 60°-72° C.), The distillation residue was dissolved in 200 mL of acetic acid, poured in 1.7 L water filtered and basified with NaOH pellets. The yellow-orange precipitate was filtered, washed wit... The reactants are [BH4-], CO, N#CC1=C(C=O)Nc2n[nH]cc2C1c1ccccc1Cl, Cl, [Na+], [Na+], O=C([O-])O. Product: N#CC1=C(CO)Nc2n[nH]cc2C1c1ccccc1Cl. As a reaction SMILES: [BH4-:21].[CH3:29][OH:30].[Cl:1][c:2]1[c:3]([CH:8]2[c:9]3[c:10]([n:18][nH:19][cH:20]3)[NH:11][C:12]([CH:16]=[O:17])=[C:13]2[C:14]#[N:15])[cH:4][cH:5][cH:6][cH:7]1.[ClH:23].[Na+:22].[Na+:24].[OH:25][C:26](=[O:27])[O-:28]>>[Cl:1][c:2]1[c:3]([CH:8]2[c:9]3[c:10]([n:18][nH:19][cH:20]3)[NH:11][C:12]([CH2:16][OH:17])=[C:13]2[C:14]#[N:15])[cH:4][cH:5][cH:6][cH:7]1. The reactants are CCOC(C)=O, O=C(Cl)OCC(Cl)(Cl)Cl, O=C1CCC(=O)N1O, c1ccncc1. Yields the product O=C(OCC(Cl)(Cl)Cl)ON1C(=O)CCC1=O. Reaction SMILES: [CH3:9][CH2:10][O:11][C:12](=[O:13])[CH3:14].[Cl:15][C:16]([CH2:17][O:18][C:19](=[O:20])[Cl:21])([Cl:22])[Cl:23].[OH:1][N:2]1[C:3](=[O:8])[CH2:4][CH2:5][C:6]1=[O:7].[cH:24]1[cH:25][cH:26][n:27][cH:28][cH:29]1>>[O:1]([N:2]1[C:3](=[O:8])[CH2:4][CH2:5][C:6]1=[O:7])[C:19]([O:18][CH2:17][C:16]([Cl:15])([Cl:22])[Cl:23])=[O:20]. Reactants: ClC=1C=C(CC=2C(=NNC2C)C)C=C(C1)Cl (4-(3,5-Dichlorobenzyl)-3,5-dimethyl-1H-pyrazole), Cl.ClCCN (2-chloroethylamine hydrochloride). The solvent is C1(=CC=CC=C1)C (toluene), ClCCl (dichloromethane). Reaction conditions: temperature 120 celsius. Product: ClC=1C=C(CC=2C(=NN(C2C)CCN)C)C=C(C1)Cl (2-[4-(3,5-Dichlorobenzyl)-3,5-dimethyl-1H-pyrazol-1-yl]ethanamine). The yield is 19.3%. As a reaction SMILES: [Cl:1][C:2]1[CH:3]=[C:4]([CH:13]=[C:14]([Cl:16])[CH:15]=1)[CH2:5][C:6]1[C:7]([CH3:12])=[N:8][NH:9][C:10]=1[CH3:11].Cl.Cl[CH2:19][CH2:20][NH2:21]>C1(C)C=CC=CC=1.ClCCl>[Cl:1][C:2]1[CH:3]=[C:4]([CH:13]=[C:14]([Cl:16])[CH:15]=1)[CH2:5][C:6]1[C:10]([CH3:11])=[N:9][N:8]([CH2:19][CH2:20][NH2:21])[C:7]=1[CH3:12] |f:1.2|. Procedure details: A stirred suspension of the pyrazole (200 mg, 0.78 mmol) of Example 23 and 2-chloroethylamine hydrochloride (136 mg, 1.18 mmol) in toluene (1 ml) was heated at 120° C. in a sealed Reacti-vial (Trade Mark) for 18 hours. After cooling, the mixture was diluted with dichloromethane (30 ml), washed with 2 M aqueous sodium hydroxide solution (20 ml), dried over anhydrous magnesium sulphate, filtered and concentrated under reduced pressure. The crude product was purified by flash chromatography on sili... Reactants: CCCC(=O)C1=C(O)CC(C2CCCSC2)CC1=O, O=C([O-])O, CO, Cl, [Na+], NOCC1CCCO1. Yields the product CCCC(=NOCC1CCCO1)C1=C(O)CC(C2CCCSC2)CC1=O. As a reaction SMILES: [C:1]([CH2:2][CH2:3][CH3:4])(=[O:5])[C:6]1=[C:11]([OH:12])[CH2:10][CH:9]([CH:13]2[CH2:14][S:15][CH2:16][CH2:17][CH2:18]2)[CH2:8][C:7]1=[O:19].[C:29](=[O:30])([OH:31])[O-:32].[CH3:34][OH:35].[ClH:20].[Na+:33].[O:21]1[CH:22]([CH2:26][O:27][NH2:28])[CH2:23][CH2:24][CH2:25]1>>[C:1]([CH2:2][CH2:3][CH3:4])([C:6]1=[C:11]([OH:12])[CH2:10][CH:9]([CH:13]2[CH2:14][S:15][CH2:16][CH2:17][CH2:18]2)[CH2:8][C:7]1=[O:19])=[N:28][O:27][CH2:26][CH:22]1[O:21][CH2:25][CH2:24][CH2:23]1. Starting materials: [BH4-], CC(=O)C1CN(C(=O)OC(C)(C)C)C1, CO, [Na+]. Yields the product CC(O)C1CN(C(=O)OC(C)(C)C)C1. As a reaction SMILES: [BH4-:15].[C:1]([CH3:2])(=[O:3])[CH:4]1[CH2:5][N:6]([C:8](=[O:9])[O:10][C:11]([CH3:12])([CH3:13])[CH3:14])[CH2:7]1.[CH3:17][OH:18].[Na+:16]>>[CH:1]([CH3:2])([OH:3])[CH:4]1[CH2:5][N:6]([C:8](=[O:9])[O:10][C:11]([CH3:12])([CH3:13])[CH3:14])[CH2:7]1.